This data is from the Open Reaction Database (ORD), a public repository of structured organic reaction records. The task is: describe an organic reaction: reactants, conditions, products, and yield The reactants are C(C1=CC=CC=C1)OC1=C(C=CC=C1)C(O)C1=CC(=C(C=C1)OC)F ((2-benzyloxyphenyl)-(3-fluoro-4-methoxyphenyl)-methanol), Cl (HCl). The reagents and catalysts are [OH-].[Pd+2].[OH-] (palladium hydroxide). Reaction conditions: time 15 hour. Yields the product FC=1C=C(CC2=C(C=CC=C2)O)C=CC1OC (2-(3-Fluoro-4-methoxybenzyl)phenol). The yield is 92.3%. Reaction SMILES: C([O:8][C:9]1[CH:14]=[CH:13][CH:12]=[CH:11][C:10]=1[CH:15]([C:17]1[CH:22]=[CH:21][C:20]([O:23][CH3:24])=[C:19]([F:25])[CH:18]=1)O)C1C=CC=CC=1.Cl>[OH-].[Pd+2].[OH-]>[F:25][C:19]1[CH:18]=[C:17]([CH:22]=[CH:21][C:20]=1[O:23][CH3:24])[CH2:15][C:10]1[CH:11]=[CH:12][CH:13]=[CH:14][C:9]=1[OH:8] |f:2.3.4|. Reported procedure: To a (2-benzyloxyphenyl)-(3-fluoro-4-methoxyphenyl)-methanol (1.50 g, 4.43 mmol) methanol solution (29 mL), a 20% palladium hydroxide catalyst (150 mg) was added, and furthermore 2N—HCl (2 mL) was added thereto. The mixture was stirred under a hydrogen atmosphere for 15 hours, and then the catalyst was filtered off. The solvent was distilled under reduced pressure and the obtained residue was purified by silica gel column chromatography [developing solution=ethyl acetate:n-hexane (1:5)] to obtai... The reactants are C(C)(C)(C)OC(NC1=C(C=CC=C1)NC(C1=CC=C(C=C1)C(CNC1=CC(=C(C(=C1)OC)OC)OC)O)=O)=O ((2-{4-[1-Hydroxy-2-(3,4,5-trimethoxy-phenylamino)-ethyl]-benzoylamino}-phenyl)-carbamic acid tert-butyl ester), C(=O)(N1C=NC=C1)N1C=NC=C1 (1,1′-carbonyldiimidazole). The solvent is C(Cl)Cl (DCM). Run at time 16 hour. The product is NC1=C(C=CC=C1)NC(C1=CC=C(C=C1)C1CN(C(O1)=O)C1=CC(=C(C(=C1)OC)OC)OC)=O (N-(2-Amino-phenyl)-4-[2-oxo-3-(3,4,5-trimethoxy-phenyl)-oxazolidin-5-yl]-benzamide). Isolated yield 57.9%. Reaction SMILES: C(OC(=O)[NH:7][C:8]1[CH:13]=[CH:12][CH:11]=[CH:10][C:9]=1[NH:14][C:15](=[O:38])[C:16]1[CH:21]=[CH:20][C:19]([CH:22]([OH:37])[CH2:23][NH:24][C:25]2[CH:30]=[C:29]([O:31][CH3:32])[C:28]([O:33][CH3:34])=[C:27]([O:35][CH3:36])[CH:26]=2)=[CH:18][CH:17]=1)(C)(C)C.[C:40](N1C=CN=C1)(N1C=CN=C1)=[O:41]>C(Cl)Cl>[NH2:7][C:8]1[CH:13]=[CH:12][CH:11]=[CH:10][C:9]=1[NH:14][C:15](=[O:38])[C:16]1[CH:21]=[CH:20][C:19]([CH:22]2[O:37][C:40](=[O:41])[N:24]([C:25]3[CH:26]=[C:27]([O:35][CH3:36])[C:28]([O:33][CH3:34])=[C:29]([O:31][CH3:32])[CH:30]=3)[CH2:23]2)=[CH:18][CH:17]=1. Procedure details: To a solution of 295 (130 mg, 0.242 mmol) in DCM (2 mL) was added 1,1′-carbonyldiimidazole (47 mg, 0.29 mmol) and the mixture was stirred at room temperature for 16 h. DCM was removed under reduced pressure, AcOEt and a solution of sat. NH4Cl were added and the phases were separated. The organic layer was washed with brine, dried over anhydrous Na2SO4, filtered and concentrated. The crude residue was purified by flash chromatography on silica gel (Hexane/AcOEt: 30/70) to afford the desired compo... The reactants are CCOC(C)=O, [H][H], O=[N+]([O-])c1ccc2c(c1)NCC2. Yields the product Nc1ccc2c(c1)NCC2. As a reaction SMILES: [CH3:15][CH2:16][O:17][C:18](=[O:19])[CH3:20].[H:13][H:14].[N+:1]([O-:2])(=[O:3])[c:4]1[cH:5][cH:6][c:7]2[c:11]([cH:12]1)[NH:10][CH2:9][CH2:8]2>>[NH2:1][c:4]1[cH:5][cH:6][c:7]2[c:11]([cH:12]1)[NH:10][CH2:9][CH2:8]2. Starting materials: BrC1=C(C(=NC=C1)NC(OC(C)(C)C)=O)C=O (tert-butyl (4-bromo-3-formylpyridin-2-yl)carbamate), ClC1=CC(=C(C=C1)B(O)O)F ((4-chloro-2-fluorophenyl)boronic acid), C([O-])([O-])=O.[Cs+].[Cs+] (cesium carbonate). The reagents and catalysts are C=1C=CC(=CC1)[P](C=2C=CC=CC2)(C=3C=CC=CC3)[Pd]([P](C=4C=CC=CC4)(C=5C=CC=CC5)C=6C=CC=CC6)([P](C=7C=CC=CC7)(C=8C=CC=CC8)C=9C=CC=CC9)[P](C=1C=CC=CC1)(C=1C=CC=CC1)C=1C=CC=CC1 (Pd(PPh3)4). Run in C1CCOC1 (THF), O (water), O (water). Reaction conditions: temperature 85 celsius. Product: ClC1=CC(=C(C=C1)C1=C(C(=NC=C1)NC(OC(C)(C)C)=O)C=O)F (tert-butyl 4-(4-chloro-2-fluorophenyl)-3-formylpyridin-2-ylcarbamate). Isolated yield 51.5%. As a reaction SMILES: Br[C:2]1[CH:7]=[CH:6][N:5]=[C:4]([NH:8][C:9](=[O:15])[O:10][C:11]([CH3:14])([CH3:13])[CH3:12])[C:3]=1[CH:16]=[O:17].[Cl:18][C:19]1[CH:24]=[CH:23][C:22](B(O)O)=[C:21]([F:28])[CH:20]=1.C(=O)([O-])[O-].[Cs+].[Cs+]>C1COCC1.O.C1C=CC([P]([Pd]([P](C2C=CC=CC=2)(C2C=CC=CC=2)C2C=CC=CC=2)([P](C2C=CC=CC=2)(C2C=CC=CC=2)C2C=CC=CC=2)[P](C2C=CC=CC=2)(C2C=CC=CC=2)C2C=CC=CC=2)(C2C=CC=CC=2)C2C=CC=CC=2)=CC=1>[Cl:18][C:19]1[CH:24]=[CH:23][C:22]([C:2]2[CH:7]=[CH:6][N:5]=[C:4]([NH:8][C:9](=[O:15])[O:10][C:11]([CH3:14])([CH3:13])[CH3:12])[C:3]=2[CH:16]=[O:17])=[C:21]([F:28])[CH:20]=1 |f:2.3.4,^1:44,46,65,84|. Procedure details: To a stirred suspension of tert-butyl (4-bromo-3-formylpyridin-2-yl)carbamate (100 mg, 0.332 mmol), (4-chloro-2-fluorophenyl)boronic acid (57.9 mg, 0.332 mmol) and cesium carbonate (216 mg, 0.664 mmol) in THF (50 mL) and water (8 ml) was added Pd(PPh3)4 (19.19 mg, 0.017 mmol) and the reaction mixture was heated to 85° C. overnight. The reaction mixture was cooled to room temperature, diluted with water (30 mL) and extracted with ethyl acetate (2×25 mL). The combined organic extracts were washed ...